From a dataset of the Open Reaction Database (ORD), a public repository of structured organic reaction records. describe an organic reaction: reactants, conditions, products, and yield Reactants: O=C([O-])[O-], C1COCCO1, FC(F)(F)c1cccnc1CCl, ClCCl, Cl, [Cs+], [Cs+], O=C1Nc2ccccc2C12COc1cc3c(cc12)OCCO3, O. Yields the product O=C1N(Cc2ncccc2C(F)(F)F)c2ccccc2C12COc1cc3c(cc12)OCCO3. Reaction SMILES: [C:29](=[O:30])([O-:31])[O-:32].[CH2:1]1[O:2][CH2:3][CH2:4][O:5][CH2:6]1.[Cl:36][CH2:37][c:38]1[n:39][cH:40][cH:41][cH:42][c:43]1[C:44]([F:45])([F:46])[F:47].[Cl:48][CH2:49][Cl:50].[ClH:35].[Cs+:33].[Cs+:34].[NH:7]1[C:8](=[O:28])[C:9]2([CH2:10][O:11][c:12]3[cH:13][c:14]4[c:15]([cH:20][c:21]32)[O:16][CH2:17][CH2:18][O:19]4)[c:22]2[cH:23][cH:24][cH:25][cH:26][c:27]21.[OH2:51]>>[N:7]1([CH2:37][c:38]2[n:39][cH:40][cH:41][cH:42][c:43]2[C:44]([F:45])([F:46])[F:47])[C:8](=[O:28])[C:9]2([CH2:10][O:11][c:12]3[cH:13][c:14]4[c:15]([cH:20][c:21]32)[O:16][CH2:17][CH2:18][O:19]4)[c:22]2[cH:23][cH:24][cH:25][cH:26][c:27]21. The reactants are C(C)(C)(C)OC(NC=1SC=C(N1)C(N(C)OC)=O)=O ([4-(methoxy-methyl-carbamoyl)-thiazol-2-yl]-carbamic acid tert-butyl ester), FC(C(=O)O)(F)F (trifluoroacetic acid). Run in ClCCl (dichloromethane). Conditions: time 4 hour. The product is CON(C(=O)C=1N=C(SC1)N)C (2-amino-thiazole-4-carboxylic acid methoxy-methyl-amide). Isolated yield 89.8%. RXN SMILES: C(OC(=O)[NH:7][C:8]1[S:9][CH:10]=[C:11]([C:13](=[O:18])[N:14]([O:16][CH3:17])[CH3:15])[N:12]=1)(C)(C)C.FC(F)(F)C(O)=O>ClCCl>[CH3:17][O:16][N:14]([CH3:15])[C:13]([C:11]1[N:12]=[C:8]([NH2:7])[S:9][CH:10]=1)=[O:18]. Procedure: To a solution of [4-(methoxy-methyl-carbamoyl)-thiazol-2-yl]-carbamic acid tert-butyl ester (1.0 g, 3.48 mmol) in dichloromethane (20 mL) was added trifluoroacetic acid (5.0 mL, 64.9 mmol) at 0° C. The reaction was warmed to ambient temperature and stirred for 4 hours. The solvent was removed under vacuum and the residue was partitioned between ethyl acetate and saturated aqueous sodium bicarbonate. The aqueous layer was extracted with ethyl acetate and the organic extracts were combined, washed... The reactants are Cc1cc2c(s1)CN(C)CCC2O, Fc1ccc2ccccc2c1. Product: Cc1cc2c(s1)CN(C)CCC2Oc1ccc2ccccc2c1. RXN SMILES: [CH3:1][c:2]1[cH:3][c:4]2[c:5]([s:13]1)[CH2:6][N:7]([CH3:12])[CH2:8][CH2:9][CH:10]2[OH:11].[F:14][c:15]1[cH:16][c:17]2[cH:18][cH:19][cH:20][cH:21][c:22]2[cH:23][cH:24]1>>[CH3:1][c:2]1[cH:3][c:4]2[c:5]([s:13]1)[CH2:6][N:7]([CH3:12])[CH2:8][CH2:9][CH:10]2[O:11][c:15]1[cH:16][c:17]2[cH:18][cH:19][cH:20][cH:21][c:22]2[cH:23][cH:24]1. Starting materials: C(C1=CC=CC=C1)OC1=C(C=C(C(=O)O)C=C1)[N+](=O)[O-] (4-benzyloxy-3-nitro-benzoic acid), S(=O)(Cl)Cl (thionyl chloride). Solvent: C1(=CC=CC=C1)C (toluene), CN(C=O)C (dimethylformamide). Reaction conditions: temperature 90 celsius, time 18 hour. Yields the product C(C1=CC=CC=C1)OC1=C(C=C(C(=O)Cl)C=C1)[N+](=O)[O-] (4-Benzyloxy-3-nitro-benzoyl chloride). Reaction SMILES: [CH2:1]([O:8][C:9]1[CH:17]=[CH:16][C:12]([C:13](O)=[O:14])=[CH:11][C:10]=1[N+:18]([O-:20])=[O:19])[C:2]1[CH:7]=[CH:6][CH:5]=[CH:4][CH:3]=1.S(Cl)([Cl:23])=O>C1(C)C=CC=CC=1.CN(C)C=O>[CH2:1]([O:8][C:9]1[CH:17]=[CH:16][C:12]([C:13]([Cl:23])=[O:14])=[CH:11][C:10]=1[N+:18]([O-:20])=[O:19])[C:2]1[CH:7]=[CH:6][CH:5]=[CH:4][CH:3]=1. Procedure details: A suspension of 4-benzyloxy-3-nitro-benzoic acid (36 g, 132 mmol) in toluene (1000 mL) and dimethylformamide (3 mL) was treated with thionyl chloride (47 g, 28.7 mL, 395 mmol) and stirred at 90° C. for 18 hours. The volatiles were evaporated completely and the residue dried under high vacuum. 4-Benzyloxy-3-nitro-benzoyl chloride thus obtained (37.5 g, 97%) was used crude in the following reaction.